describe an organic reaction: reactants, conditions, products, and yield From a dataset of the Open Reaction Database (ORD), a public repository of structured organic reaction records. Reactants: CCOC(=O)c1cnc(-c2ccccn2)nc1C, C1CCOC1, CO, [Li+], [OH-], O. Product: Cc1nc(-c2ccccn2)ncc1C(=O)O. RXN SMILES: [CH2:1]([CH3:2])[O:3][C:4](=[O:5])[c:6]1[c:7]([CH3:18])[n:8][c:9](-[c:12]2[n:13][cH:14][cH:15][cH:16][cH:17]2)[n:10][cH:11]1.[CH2:21]1[O:22][CH2:23][CH2:24][CH2:25]1.[CH3:26][OH:27].[Li+:20].[OH-:19].[OH2:28]>>[O:3]=[C:4]([OH:5])[c:6]1[c:7]([CH3:18])[n:8][c:9](-[c:12]2[n:13][cH:14][cH:15][cH:16][cH:17]2)[n:10][cH:11]1. The reactants are Cn1cc(-c2cnc3nnc(Cc4cccc(-c5ncc(Br)cn5)c4)n3c2)cn1, C1CCOC1, CC(=O)[O-], [K+]. Yields the product Cn1cc(-c2cnc3nnc(Cc4cccc(-c5ncc(O)cn5)c4)n3c2)cn1. Reaction SMILES: [Br:1][c:2]1[cH:3][n:4][c:5](-[c:8]2[cH:9][c:10]([CH2:11][c:12]3[n:13][n:14][c:15]4[n:16]3[cH:17][c:18](-[c:21]3[cH:22][n:23][n:24]([CH3:26])[cH:25]3)[cH:19][n:20]4)[cH:27][cH:28][cH:29]2)[n:6][cH:7]1.[CH2:35]1[O:36][CH2:37][CH2:38][CH2:39]1.[CH3:31][C:32]([O-:33])=[O:34].[K+:30]>>[c:2]1([OH:33])[cH:3][n:4][c:5](-[c:8]2[cH:9][c:10]([CH2:11][c:12]3[n:13][n:14][c:15]4[n:16]3[cH:17][c:18](-[c:21]3[cH:22][n:23][n:24]([CH3:26])[cH:25]3)[cH:19][n:20]4)[cH:27][cH:28][cH:29]2)[n:6][cH:7]1. Starting materials: [BH3-]C#N, Cc1c(C=O)nc(-c2ccc(C(F)(F)F)cc2)n1C, COc1ccc(CN2CCNCC2)c(OC)c1OC, CCO, [Na+], [Na+], [OH-]. Product: COc1ccc(CN2CCN(Cc3nc(-c4ccc(C(F)(F)F)cc4)n(C)c3C)CC2)c(OC)c1OC. Reaction SMILES: [C:39]([BH3-:40])#[N:41].[CH3:1][n:2]1[c:3](-[c:10]2[cH:11][cH:12][c:13]([C:16]([F:17])([F:18])[F:19])[cH:14][cH:15]2)[n:4][c:5]([CH:8]=[O:9])[c:6]1[CH3:7].[CH3:20][O:21][c:22]1[c:23]([CH2:32][N:33]2[CH2:34][CH2:35][NH:36][CH2:37][CH2:38]2)[cH:24][cH:25][c:26]([O:30][CH3:31])[c:27]1[O:28][CH3:29].[CH3:45][CH2:46][OH:47].[Na+:42].[Na+:44].[OH-:43]>>[CH3:1][n:2]1[c:3](-[c:10]2[cH:11][cH:12][c:13]([C:16]([F:17])([F:18])[F:19])[cH:14][cH:15]2)[n:4][c:5]([CH2:8][N:36]2[CH2:35][CH2:34][N:33]([CH2:32][c:23]3[c:22]([O:21][CH3:20])[c:27]([O:28][CH3:29])[c:26]([O:30][CH3:31])[cH:25][cH:24]3)[CH2:38][CH2:37]2)[c:6]1[CH3:7]. Reactants: [H-].[Al+3].[Li+].[H-].[H-].[H-] (lithium aluminum hydride), CC1=C(C(=CC=C1)C)N1C=C(CCC1=O)C(=O)OC (methyl 1-(2,6-dimethylphenyl)-6-oxo-1,4,5,6-tetrahydropyridine-3-carboxylate). Run at time 2 hour. Product: CC1=C(C(=CC=C1)C)N1CC(CCC1)CO ([1-(2,6-dimethylphenyl)piperidin-3-yl]methanol). RXN SMILES: [H-].[Al+3].[Li+].[H-].[H-].[H-].[CH3:7][C:8]1[CH:13]=[CH:12][CH:11]=[C:10]([CH3:14])[C:9]=1[N:15]1[C:20](=O)[CH2:19][CH2:18][C:17]([C:22](OC)=[O:23])=[CH:16]1>>[CH3:7][C:8]1[CH:13]=[CH:12][CH:11]=[C:10]([CH3:14])[C:9]=1[N:15]1[CH2:20][CH2:19][CH2:18][CH:17]([CH2:22][OH:23])[CH2:16]1 |f:0.1.2.3.4.5|. Procedure: In an atmosphere of nitrogen, a 1.0 M diisobutylaluminum hydride THF solution was dropwise added at −78° C. to a THF solution of methyl 1-(2,6-dimethylphenyl)-6-oxo-1,6-dihydropyridine-3-carboxylate. After stirring at −78° C. for 2 hours, the temperature was risen to 0° C., followed by stirring at 0° C. for 1.5 hours. The reaction mixture was warmed up to room temperature, followed by stirring at room temperature for 2 hours. A 1.0 M diisobutylaluminum hydride THF solution was dropwise added to ... Starting materials: O=C(Nc1ccnc(Br)c1)c1c(Cl)cccc1Cl, O=C([O-])[O-], [Cs+], [Cs+], Nc1ncccc1F, O=C(C=Cc1ccccc1)C=Cc1ccccc1, C1COCCO1, O=C(C=Cc1ccccc1)C=Cc1ccccc1, O=C(C=Cc1ccccc1)C=Cc1ccccc1, [Pd], [Pd], CC1(C)c2cccc(P(c3ccccc3)c3ccccc3)c2Oc2c(P(c3ccccc3)c3ccccc3)cccc21. The product is O=C(Nc1ccnc(Nc2ncccc2F)c1)c1c(Cl)cccc1Cl. As a reaction SMILES: [Br:1][c:2]1[n:3][cH:4][cH:5][c:6]([NH:8][C:9]([c:10]2[c:11]([Cl:17])[cH:12][cH:13][cH:14][c:15]2[Cl:16])=[O:18])[cH:7]1.[C:27](=[O:28])([O-:29])[O-:30].[Cs+:31].[Cs+:32].[F:19][c:20]1[c:21]([NH2:26])[n:22][cH:23][cH:24][cH:25]1.[O:113]=[C:114]([CH:115]=[CH:116][c:117]1[cH:118][cH:119][cH:120][cH:121][cH:122]1)[CH:123]=[CH:124][c:125]1[cH:126][cH:127][cH:128][cH:129][cH:130]1.[O:131]1[CH2:132][CH2:133][O:134][CH2:135][CH2:136]1.[O:77]=[C:78]([CH:79]=[CH:80][c:81]1[cH:82][cH:83][cH:84][cH:85][cH:86]1)[CH:87]=[CH:88][c:89]1[cH:90][cH:91][cH:92][cH:93][cH:94]1.[O:95]=[C:96]([CH:97]=[CH:98][c:99]1[cH:100][cH:101][cH:102][cH:103][cH:104]1)[CH:105]=[CH:106][c:107]1[cH:108][cH:109][cH:110][cH:111][cH:112]1.[Pd:75].[Pd:76].[c:33]1([P:34]([c:35]2[cH:36][cH:37][cH:38][cH:39][cH:40]2)[c:41]2[c:42]3[c:66]([cH:67][cH:68][cH:69]2)[C:63]([CH3:64])([CH3:65])[c:45]2[c:44]([c:49]([P:50]([c:51]4[cH:52][cH:53][cH:54][cH:55][cH:56]4)[c:57]4[cH:58][cH:59][cH:60][cH:61][cH:62]4)[cH:48][cH:47][cH:46]2)[O:43]3)[cH:70][cH:71][cH:72][cH:73][cH:74]1>>[c:2]1([NH:26][c:21]2[c:20]([F:19])[cH:25][cH:24][cH:23][n:22]2)[n:3][cH:4][cH:5][c:6]([NH:8][C:9]([c:10]2[c:11]([Cl:17])[cH:12][cH:13][cH:14][c:15]2[Cl:16])=[O:18])[cH:7]1. Reactants: BrC=1C(=NC=C(C1)C)N (3-Bromo-5-methylpyridin-2-amine), FC=1C=C(C=CC1F)B(O)O (3,4-difluorophenylboronic acid). The solvent is O1CCOCC1 (dioxane), C([O-])([O-])=O.[Na+].[Na+] (sodium carbonate), C(C)(=O)OCC (ethyl acetate). Reaction conditions: temperature 100 celsius. The product is FC=1C=C(C=CC1F)C=1C(=NC=C(C1)C)N (3-(3,4-Difluorophenyl)-5-methylpyridin-2-amine). RXN SMILES: Br[C:2]1[C:3]([NH2:9])=[N:4][CH:5]=[C:6]([CH3:8])[CH:7]=1.[F:10][C:11]1[CH:12]=[C:13](B(O)O)[CH:14]=[CH:15][C:16]=1[F:17]>O1CCOCC1.C(=O)([O-])[O-].[Na+].[Na+].C(OCC)(=O)C>[F:10][C:11]1[CH:12]=[C:13]([C:2]2[C:3]([NH2:9])=[N:4][CH:5]=[C:6]([CH3:8])[CH:7]=2)[CH:14]=[CH:15][C:16]=1[F:17] |f:3.4.5|. Reported procedure: 3-Bromo-5-methylpyridin-2-amine (0.5 g, 2.7 mmol), 3,4-difluorophenylboronic acid (0.5 g, 3.2 mmol) and [1,1′-bis(diphenylphosphino)ferrocene]dichloropalladium(II)-dichloromethane complex (0.1 g, 0.1 mmol) were dissolved in a mixture of dioxane (10 mL) and 1M aqueous sodium carbonate solution (8 mL) under argon and the mixture was heated to 100° C. for 1 hour. The reaction was diluted with ethyl acetate, separated and the organic layer was washed with brine, dried with sodium sulfate, filtered a... Starting materials: C(O)([O-])=O.[Na+] (sodium hydrogen carbonate), IC=1N=CN2C1SC=C2 (7-iodoimidazo[5,1-b]thiazole), O1C(=CC=C1)P(C=1OC=CC1)C=1OC=CC1 (tri-2-furyl phosphine), C(CCC)C(=C(CCCC)CCCC)[Sn] (tri-n-butylvinyltin). Reagents/catalysts: [Pd].[Pd].C(C1=CC=CC=C1)=CC(=O)C=CC1=CC=CC=C1.C(C1=CC=CC=C1)=CC(=O)C=CC1=CC=CC=C1.C(C1=CC=CC=C1)=CC(=O)C=CC1=CC=CC=C1 (tris(dibenzilideneacetone) dipalladium). The solvent is CN1CCCC1=O (NMP). Reaction conditions: time 2 hour. The product is C(=C)C=1N=CN2C1SC=C2 (7-vinylimidazo[5,1-b]thiazole). As a reaction SMILES: I[C:2]1[N:3]=[CH:4][N:5]2[CH:9]=[CH:8][S:7][C:6]=12.O1C=C[CH:12]=[C:11]1P(C1OC=CC=1)C1OC=CC=1.C(C([Sn])=C(CCCC)CCCC)CCC.C(=O)([O-])O.[Na+]>CN1C(=O)CCC1.[Pd].[Pd].C(=CC(C=CC1C=CC=CC=1)=O)C1C=CC=CC=1.C(=CC(C=CC1C=CC=CC=1)=O)C1C=CC=CC=1.C(=CC(C=CC1C=CC=CC=1)=O)C1C=CC=CC=1>[CH:11]([C:2]1[N:3]=[CH:4][N:5]2[CH:9]=[CH:8][S:7][C:6]=12)=[CH2:12] |f:3.4,6.7.8.9.10,^1:27|. Reported procedure: To a solution of 5.0 g of 7-iodoimidazo[5,1-b]thiazole in 40 ml of NMP were added under the atmosphere of argon 550 mg of tris(dibenzilideneacetone) dipalladium, 558 mg of tri-2-furyl phosphine, and 6.42 ml of tri-n-butylvinyltin, and the mixture was reacted at 70° C. for 1.5 hours, and at 80° C. for 2 hours. The reaction mixture was poured into a mixture of 50 ml of a saturated aqueous sodium hydrogen carbonate solution and 50 ml of a saturated saline, and extracted two times with 200 ml of eth... Reaction SMILES: [CH3:1][O:2][C:3](=[O:11])[CH2:4][C:5]1[CH:10]=[CH:9][N:8]=[CH:7][CH:6]=1.CO[CH:14](OC)[N:15]([CH3:17])[CH3:16]>CN(C)C=O>[CH3:1][O:2][C:3](=[O:11])[C:4]([C:5]1[CH:6]=[CH:7][N:8]=[CH:9][CH:10]=1)=[CH:14][N:15]([CH3:17])[CH3:16]. Procedure details: Methyl-4-pyridinylacetate (6.3 g) was dissolved in N,N-dimethylformamide (30 cm3) treated with N,N-dimethylformamide dimethyl acetal (15 cm3) and heated at 80° C. for 2 h. The reaction was then cooled and evaporated under high vacuum to afford crude methyl-3-dimethylamino-2-(pyridin-4-yl)propenoate (7.3 g) which was used without further purification. The solvent is CN(C=O)C (N,N-dimethylformamide). Conditions: temperature 80 celsius. Starting materials: COC(CC1=CC=NC=C1)=O (Methyl-4-pyridinylacetate), COC(N(C)C)OC (N,N-dimethylformamide dimethyl acetal). Yields the product COC(C(=CN(C)C)C1=CC=NC=C1)=O (methyl-3-dimethylamino-2-(pyridin-4-yl)propenoate). The reactants are N(C(=N)N)C=1SC=C(N1)C1=CC(=CC=C1)N (2-guanidino-4-(3-aminophenyl)-thiazole), FC(C(=O)OC(C(F)(F)F)=O)(F)F (trifluoroacetic anhydride). Solvent: C(C)#N (acetonitrile). Yields the product FC(C(=O)O)(F)F.N(C(=N)N)C=1SC=C(N1)C1=CC(=CC=C1)NC(C(F)(F)F)=O (2-guanidino-4-(3-trifluoroacetylaminophenyl)thiazole trifluoroacetate). RXN SMILES: [NH:1]([C:5]1[S:6][CH:7]=[C:8]([C:10]2[CH:15]=[CH:14][CH:13]=[C:12]([NH2:16])[CH:11]=2)[N:9]=1)[C:2]([NH2:4])=[NH:3].[F:17][C:18]([F:29])([F:28])[C:19]([O:21][C:22](=[O:27])[C:23]([F:26])([F:25])[F:24])=[O:20]>C(#N)C>[F:17][C:18]([F:29])([F:28])[C:19]([OH:21])=[O:20].[NH:1]([C:5]1[S:6][CH:7]=[C:8]([C:10]2[CH:15]=[CH:14][CH:13]=[C:12]([NH:16][C:22](=[O:27])[C:23]([F:24])([F:25])[F:26])[CH:11]=2)[N:9]=1)[C:2]([NH2:4])=[NH:3] |f:3.4|. Procedure details: A mixture of 2-guanidino-4-(3-aminophenyl)-thiazole (1.2 g.) and trifluoroacetic anhydride (1.05 g.) was heated under reflux in acetonitrile for 3 hours. The mixture was cooled and the product (0.76 g.) filtered off to give 2-guanidino-4-(3-trifluoroacetylaminophenyl)thiazole trifluoroacetate, m.p. 152°-153° C. Starting materials: CC(=O)[O-], CC(=O)[O-], CN(C)C=O, Clc1nc(N2CCOCC2)nc2c1CCN2c1ccncc1, [K+], [K+], [K+], Nc1cccc(B(O)O)c1, O, O, O=P([O-])([O-])[O-], [Pd+2]. The product is Nc1cccc(-c2nc(N3CCOCC3)nc3c2CCN3c2ccncc2)c1. RXN SMILES: [C:47]([O-:48])(=[O:49])[CH3:50].[C:52]([O-:53])(=[O:54])[CH3:55].[CH3:20][N:21]([CH3:22])[CH:23]=[O:24].[Cl:25][c:26]1[c:27]2[c:28]([n:29][c:30]([N:32]3[CH2:33][CH2:34][O:35][CH2:36][CH2:37]3)[n:31]1)[N:38]([c:41]1[cH:42][cH:43][n:44][cH:45][cH:46]1)[CH2:39][CH2:40]2.[K+:6].[K+:7].[K+:8].[NH2:10][c:11]1[cH:12][c:13]([B:17]([OH:18])[OH:19])[cH:14][cH:15][cH:16]1.[OH2:56].[OH2:9].[P:1]([O-:2])([O-:3])([O-:4])=[O:5].[Pd+2:51]>>[NH2:10][c:11]1[cH:12][c:13](-[c:26]2[c:27]3[c:28]([n:29][c:30]([N:32]4[CH2:33][CH2:34][O:35][CH2:36][CH2:37]4)[n:31]2)[N:38]([c:41]2[cH:42][cH:43][n:44][cH:45][cH:46]2)[CH2:39][CH2:40]3)[cH:14][cH:15][cH:16]1.